From a dataset of the Open Reaction Database (ORD), a public repository of structured organic reaction records. describe an organic reaction: reactants, conditions, products, and yield The reactants are Cn1nnc(-c2ccc(-c3ccc(N4CC(COS(C)(=O)=O)OC4=O)cc3F)cn2)n1, CO. Yields the product COCC1CN(c2ccc(-c3ccc(-c4nnn(C)n4)nc3)c(F)c2)C(=O)O1. RXN SMILES: [CH3:1][n:2]1[n:3][c:4](-[c:7]2[n:8][cH:9][c:10](-[c:13]3[c:14]([F:31])[cH:15][c:16]([N:19]4[C:20](=[O:30])[O:21][CH:22]([CH2:24][O:25][S:26]([CH3:27])(=[O:28])=[O:29])[CH2:23]4)[cH:17][cH:18]3)[cH:11][cH:12]2)[n:5][n:6]1.[CH3:32][OH:33]>>[CH3:1][n:2]1[n:3][c:4](-[c:7]2[n:8][cH:9][c:10](-[c:13]3[c:14]([F:31])[cH:15][c:16]([N:19]4[C:20](=[O:30])[O:21][CH:22]([CH2:24][O:25][CH3:32])[CH2:23]4)[cH:17][cH:18]3)[cH:11][cH:12]2)[n:5][n:6]1. The reactants are [Si](C)(C)(C(C)(C)C)O[C@@H](CNC(OC(C)(C)C)=O)CC(O)C1=CC(=CC=C1)F (tert-butyl (2R)-2-(tert-butyldimethylsilyloxy)-4-(3-fluorophenyl)-4-hydroxybutylcarbamate), TEA, CS(=O)(=O)Cl (MsCl), O (water). Solvent: C(Cl)Cl (DCM). Run at temperature -60 celsius, time 1 hour. The product is [Si](C)(C)(C(C)(C)C)O[C@@H]1CC(N(C1)C(=O)OC(C)(C)C)C1=CC(=CC=C1)F ((4R)-tert-butyl 4-(tert-butyldimethylsilyloxy)-2-(3-fluorophenyl)pyrrolidine-1-carboxylate). RXN SMILES: [Si:1]([O:8][C@H:9]([CH2:19][CH:20]([C:22]1[CH:27]=[CH:26][CH:25]=[C:24]([F:28])[CH:23]=1)O)[CH2:10][NH:11][C:12](=[O:18])[O:13][C:14]([CH3:17])([CH3:16])[CH3:15])([C:4]([CH3:7])([CH3:6])[CH3:5])([CH3:3])[CH3:2].CS(Cl)(=O)=O.O>C(Cl)Cl>[Si:1]([O:8][C@H:9]1[CH2:10][N:11]([C:12]([O:13][C:14]([CH3:17])([CH3:16])[CH3:15])=[O:18])[CH:20]([C:22]2[CH:27]=[CH:26][CH:25]=[C:24]([F:28])[CH:23]=2)[CH2:19]1)([C:4]([CH3:7])([CH3:6])[CH3:5])([CH3:3])[CH3:2]. Reported procedure: To a solution of tert-butyl (2R)-2-(tert-butyldimethylsilyloxy)-4-(3-fluorophenyl)-4-hydroxybutylcarbamate (I-2) (15.8 g, 38.2 mmol) in DCM (120 mL) at −60° C. under N2 was added TEA (16 mL, 114.6 mmol) and MsCl (3.3 mL, 42.0 mmol). The resulting mixture was stirred at −60° C. for 1 hour. The reaction was poured into water, washed with brine, dried over sodium sulfate, filtered and concentrated to yield (4R)-tert-butyl 4-(tert-butyldimethylsilyloxy)-2-(3-fluorophenyl)pyrrolidine-1-carboxylate (I... Starting materials: CO (methanol), ClC1=CC=C(C=N1)CNC1=CC(OC1)=O (4-[[(6-chloropyridin-3-yl)methyl]amino]furan-2(5H)-one), [H-].[Na+] (sodium hydride), BrCC=C(Cl)Cl (3-bromo-1,1-dichloroprop-1-ene). Product: ClC1=CC=C(C=N1)CN(C1=CC(OC1)=O)CC=C(Cl)Cl (4-[[(6-chloropyridin-3-yl)methyl](3,3-dichloroprop-2-en-1-yl)amino]furan-2(5H)-one). Procedure: 350 mg (1.56 mmol) of 4-[[(6-chloropyridin-3-yl)methyl]amino]furan-2(5H)-one (Ia-1; cf. EP 0539588 A1) and 124 mg (3.12 mmol) of a 60% dispersion of sodium hydride in mineral oil in 100 ml of tetrahydrofuran are heated under reflux for 3 h. After cooling to room temperature, 592 mg (3.12 mmol) of 3-bromo-1,1-dichloroprop-1-ene (cf. WO 8800183 A1) are added and the mixture is heated under reflux for a further 5 h. After cooling of the reaction mixture to room temperature and addition of methanol,... Run in O1CCCC1 (tetrahydrofuran). RXN SMILES: [Cl:1][C:2]1[N:7]=[CH:6][C:5]([CH2:8][NH:9][C:10]2[CH2:14][O:13][C:12](=[O:15])[CH:11]=2)=[CH:4][CH:3]=1.[H-].[Na+].Br[CH2:19][CH:20]=[C:21]([Cl:23])[Cl:22].CO>O1CCCC1>[Cl:1][C:2]1[N:7]=[CH:6][C:5]([CH2:8][N:9]([CH2:19][CH:20]=[C:21]([Cl:23])[Cl:22])[C:10]2[CH2:14][O:13][C:12](=[O:15])[CH:11]=2)=[CH:4][CH:3]=1 |f:1.2|. Isolated yield 50.7%. The reactants are CN(C)CC1=CC=C(S1)C=O (5-(Dimethylaminomethyl)thiophene-2-carboxaldehyde), N1CCCCC1 (piperidine), C(CC(=O)O)(=O)O (malonic acid). Run in N1=CC=CC=C1 (pyridine). Product: CN(C)CC1=CC=C(S1)C=CC(=O)O (3-(5-dimethylaminomethyl-2-thienyl)acrylic acid). The yield is 54.8%. As a reaction SMILES: [CH3:1][N:2]([CH2:4][C:5]1[S:9][C:8]([CH:10]=O)=[CH:7][CH:6]=1)[CH3:3].N1CCCCC1.C(O)(=O)[CH2:19][C:20]([OH:22])=[O:21]>N1C=CC=CC=1>[CH3:3][N:2]([CH2:4][C:5]1[S:9][C:8]([CH:10]=[CH:19][C:20]([OH:22])=[O:21])=[CH:7][CH:6]=1)[CH3:1]. Procedure: 5-(Dimethylaminomethyl)thiophene-2-carboxaldehyde (40.09 g) and piperidine (3 ml) were added to a solution of malonic acid (24.65 g) in pyridine (150 ml). The mixture was stirred under reflux for 7 hours. During the reaction a solid precipitated and slowly re-dissolved. The solution was allowed to cool and was then poured on to 2 M hydrochloric acid (150 ml). The volume of the solution was reduced to about 120 ml by evaporation at reduced pressure and extracted with diethyl ether. The ether extr...